This data is from the Open Reaction Database (ORD), a public repository of structured organic reaction records. The task is: describe an organic reaction: reactants, conditions, products, and yield Reactants: N1(CCCCC1)CC1=CC(=NC=C1)OC\C=C/CN (4-(4-piperidinomethyl-2-pyridyloxy)-cis-2-butenylamine), CC1=C(NC(=C1)C)C(=O)O (3,5-dimethylpyrrole-2-carboxylic acid). Yields the product N1(CCCCC1)CC1=CC(=NC=C1)OC\C=C/CNC(=O)C=1NC(=CC1C)C (N-[4-(4-Piperidinomethyl-2-pyridyloxy)-cis-2-butenyl]-3,5-dimethylpyrrole-2-carboxamide). The yield is 58.0%. RXN SMILES: [N:1]1([CH2:7][C:8]2[CH:13]=[CH:12][N:11]=[C:10]([O:14][CH2:15]/[CH:16]=[CH:17]\[CH2:18][NH2:19])[CH:9]=2)[CH2:6][CH2:5][CH2:4][CH2:3][CH2:2]1.[CH3:20][C:21]1[CH:25]=[C:24]([CH3:26])[NH:23][C:22]=1[C:27](O)=[O:28]>>[N:1]1([CH2:7][C:8]2[CH:13]=[CH:12][N:11]=[C:10]([O:14][CH2:15]/[CH:16]=[CH:17]\[CH2:18][NH:19][C:27]([C:22]3[NH:23][C:24]([CH3:26])=[CH:25][C:21]=3[CH3:20])=[O:28])[CH:9]=2)[CH2:6][CH2:5][CH2:4][CH2:3][CH2:2]1. Procedure details: Following a procedure similar to that described in Example 13, but using 4-(4-piperidinomethyl-2-pyridyloxy)-cis-2-butenylamine and 3,5-dimethylpyrrole-2-carboxylic acid as starting materials, in relative proportions similar to those used in that Example, the title compound was obtained as crystals, melting 140°-141° C., in a 58% yield. Reactants: O=C(n1ccnc1)n1ccnc1, ClCCl, CC(C)(C)OC(=O)N1CCN(c2ccc(OCC3(C)Cn4cc([N+](=O)[O-])nc4O3)cc2)CC1, OCc1ccc(Cl)c(Cl)c1, CN(C)C=O, O, O=C(O)C(F)(F)F. Product: CC1(COc2ccc(N3CCN(C(=O)OCc4ccc(Cl)c(Cl)c4)CC3)cc2)Cn2cc([N+](=O)[O-])nc2O1. RXN SMILES: [C:51]([n:52]1[cH:53][cH:54][n:55][cH:56]1)([n:57]1[cH:58][cH:59][n:60][cH:61]1)=[O:62].[CH2:63]([Cl:64])[Cl:65].[CH3:1][C:2]1([CH2:13][O:14][c:15]2[cH:16][cH:17][c:18]([N:21]3[CH2:22][CH2:23][N:24]([C:27](=[O:28])[O:29][C:30]([CH3:31])([CH3:32])[CH3:33])[CH2:25][CH2:26]3)[cH:19][cH:20]2)[CH2:3][n:4]2[c:5]([n:7][c:8]([N+:10](=[O:11])[O-:12])[cH:9]2)[O:6]1.[Cl:41][c:42]1[cH:43][c:44]([CH2:45][OH:46])[cH:47][cH:48][c:49]1[Cl:50].[O:66]=[CH:67][N:68]([CH3:69])[CH3:70].[OH2:71].[OH:34][C:35]([C:36]([F:37])([F:38])[F:39])=[O:40]>>[CH3:1][C:2]1([CH2:13][O:14][c:15]2[cH:16][cH:17][c:18]([N:21]3[CH2:22][CH2:23][N:24]([C:27](=[O:28])[O:29][CH2:45][c:44]4[cH:43][c:42]([Cl:41])[c:49]([Cl:50])[cH:48][cH:47]4)[CH2:25][CH2:26]3)[cH:19][cH:20]2)[CH2:3][n:4]2[c:5]([n:7][c:8]([N+:10](=[O:11])[O-:12])[cH:9]2)[O:6]1. Starting materials: [OH-].[Na+] (Sodium hydroxide), C(C)(C)(C)C1=CC(=C(C=C1)C#C[Si](C)(C)C)C#C[Si](C)(C)C ((4-tert-butyl-1,2-phenylene)bis(ethyne-2,1-diyl)bis(trimethylsilane)). Run in CO (methanol), CCCCCCC.C(C)(=O)OCC (heptane ethyl acetate). Conditions: time 30 minute. Product: C(C)(C)(C)C1=CC(=C(C=C1)C#C)C#C (4-tert-butyl-1,2-diethynylbenzene). RXN SMILES: [OH-].[Na+].[C:3]([C:7]1[CH:12]=[CH:11][C:10]([C:13]#[C:14][Si](C)(C)C)=[C:9]([C:19]#[C:20][Si](C)(C)C)[CH:8]=1)([CH3:6])([CH3:5])[CH3:4]>CO.CCCCCCC.C(OCC)(=O)C>[C:3]([C:7]1[CH:12]=[CH:11][C:10]([C:13]#[CH:14])=[C:9]([C:19]#[CH:20])[CH:8]=1)([CH3:6])([CH3:5])[CH3:4] |f:0.1,4.5|. Reported procedure: Sodium hydroxide (1N) was added to the crude (4-tert-butyl-1,2-phenylene)bis(ethyne-2,1-diyl)bis(trimethylsilane) in methanol to remove the trimethylsilane groups. Stirring for 30 minutes resulted in the crude final product mixture. Column chromatography using heptane:ethyl acetate (99:1) as eluent provided the desired compound, 4-tert-butyl-1,2-diethynylbenzene, as a brown oil (1.08 g, 5.9 mmol). 1H-NMR (CDCl3) δ 1.30 (s, 9H) 3.28 (s, 1H) 3.30 (s, 1H) 7.33 (d, 1H) 7.43 (d, 1H) 7.51 (d, 1H) Reactants: COC(COC1=C2C(=CN(C2=CC=C1)CC1=CC=CC=C1)CC(=O)N)=O (2-[[3-(2-amino-2-oxoethyl)-1-(phenylmethyl)-1H-indol-4-yl]oxy]acetic acid methyl ester), [OH-].[Na+] (NaOH), C(C)(=O)OCC (ethyl acetate). Run in CO (MeOH). Reaction conditions: time 2 hour. Product: NC(CC1=CN(C2=CC=CC(=C12)OCC(=O)O)CC1=CC=CC=C1)=O (2-[[3-(2-amino-2-oxoethyl)-1-(phenylmethyl)-1H-indol-4-yl]oxy]acetic acid). Isolated yield 19.3%. Reaction SMILES: C[O:2][C:3](=[O:26])[CH2:4][O:5][C:6]1[CH:14]=[CH:13][CH:12]=[C:11]2[C:7]=1[C:8]([CH2:22][C:23]([NH2:25])=[O:24])=[CH:9][N:10]2[CH2:15][C:16]1[CH:21]=[CH:20][CH:19]=[CH:18][CH:17]=1.[OH-].[Na+].C(OCC)(=O)C>CO>[NH2:25][C:23](=[O:24])[CH2:22][C:8]1[C:7]2[C:11](=[CH:12][CH:13]=[CH:14][C:6]=2[O:5][CH2:4][C:3]([OH:26])=[O:2])[N:10]([CH2:15][C:16]2[CH:21]=[CH:20][CH:19]=[CH:18][CH:17]=2)[CH:9]=1 |f:1.2|. Procedure: A mixture of 100 mg (0.26 mmol) of 2-[[3-(2-amino-2-oxoethyl)-1-(phenylmethyl)-1H-indol-4-yl]oxy]acetic acid methyl ester and 2 mL of 1N NaOH in 6 mL of MeOH was stirred at room temperature for 2 hours. Hater and ethyl acetate were added and the aqueous layer separated, made acidic to pH 3 with 1N HCl and ethyl acetate added. The ethyl acetate solution was washed with brine, dried (MgSO4), and concentrated at reduced pressure. The residue was stirred with methylene chloride and filtered to give ... The reactants are C1(C=2C(C(N1CC(CP(OCC)(=O)CC)O[Si](C)(C)C)=O)=CC=CC2)=O (ethyl 3-phthalimido-2-trimethylsilyloxy-propyl(ethyl)phosphinate), Cl (hydrochloric acid). Yields the product Cl.NCC(CP(O)(=O)CC)O (3-amino-2-hydroxy-propyl(ethyl)phosphinic acid hydrochloride). As a reaction SMILES: C1(=O)[N:5]([CH2:6][CH:7]([O:16][Si](C)(C)C)[CH2:8][P:9]([CH2:14][CH3:15])(=[O:13])[O:10]CC)C(=O)C2=CC=CC=C12.[ClH:27]>>[ClH:27].[NH2:5][CH2:6][CH:7]([OH:16])[CH2:8][P:9]([CH2:14][CH3:15])(=[O:10])[OH:13] |f:2.3|. Procedure details: A solution of 6.4 g of ethyl 3-phthalimido-2-trimethylsilyloxy-propyl(ethyl)phosphinate in 100 ml of concentrated aqueous hydrochloric acid is heated to reflux for 20 hours. After this time the suspension is cooled to room temperature and filtered. The filtrate is evaporated to dryness, the resulting semi-solid is co-evaporated with water (5×50 ml) and absolute ethanol (5×100 ml) and the white solid is dried in high vacuum overnight. Crystallisation from absolute ethanol/acetone affords 3-amino-... Starting materials: OC1C(C(C=C1)=O)CCCSCC(=O)OCC (3-hydroxy-2-[3-(carbethoxymethylthio)propyl]cyclopent-4-en-1-one), S(O)(O)(=O)=O (sulfuric acid), [Cl-].[Na+] (sodium chloride). Product: C(=O)(O)CSCCCC=1C(CC(C1)O)=O (2-(5-carboxy-4-thiapentyl)-4-hydroxycyclopent-2-en-1-one). As a reaction SMILES: [OH:1][CH:2]1[CH:6]=[CH:5][C:4](=O)[CH:3]1[CH2:8][CH2:9][CH2:10][S:11][CH2:12][C:13]([O:15]CC)=[O:14].S(=O)(=O)(O)[OH:19].[Cl-].[Na+]>>[C:13]([CH2:12][S:11][CH2:10][CH2:9][CH2:8][C:3]1[C:2](=[O:1])[CH2:6][CH:5]([OH:19])[CH:4]=1)([OH:15])=[O:14] |f:2.3|. Procedure details: The solution, containing crude 3-hydroxy-2-[3-(carbethoxymethylthio)propyl]cyclopent-4-en-1-one, is cooled and treated during 10 minutes with 75 ml of sulfuric acid (d=1.84) with stirring. The stirred solution is refluxed for 16 hours, cooled, saturated with sodium chloride, and extracted with ethyl acetate. The extract is washed with brine, dried over magnesium sulfate, and concentrated. The residue is subjected to chromatography on silica gel with chloroform progressively enriched in ether, et... Product: C(C)(=O)NCC1=CC(=NC=C1)C1(CC1)NC(=O)C1(CC1)NC(=O)C1=CN=C2N1[C@](C(N2C2=CC(=CC(=C2)Cl)Cl)=O)(C)CC2=CC=C(C=C2)C#N ((R)-5-(4-Cyano-benzyl)-7-(3,5-dichloro-phenyl)-5-methyl-6-oxo-6,7-dihydro-5H-imidazo[1,2-a]imidazole-3-carboxylic acid (1-{1-[4-(acetylamino-methyl)-pyridin-2-yl]-cyclopropylcarbamoyl}-cyclopropyl)-amide). Conditions: time 5 minute. As a reaction SMILES: Cl.Cl.[NH2:3][CH2:4][C:5]1[CH:10]=[CH:9][N:8]=[C:7]([C:11]2([NH:14][C:15]([C:17]3([NH:20][C:21]([C:23]4[N:27]5[C@@:28]([CH2:41][C:42]6[CH:47]=[CH:46][C:45]([C:48]#[N:49])=[CH:44][CH:43]=6)([CH3:40])[C:29](=[O:39])[N:30]([C:31]6[CH:36]=[C:35]([Cl:37])[CH:34]=[C:33]([Cl:38])[CH:32]=6)[C:26]5=[N:25][CH:24]=4)=[O:22])[CH2:19][CH2:18]3)=[O:16])[CH2:13][CH2:12]2)[CH:6]=1.[C:50](OC(=O)C)(=[O:52])[CH3:51]>C(Cl)Cl>[C:50]([NH:3][CH2:4][C:5]1[CH:10]=[CH:9][N:8]=[C:7]([C:11]2([NH:14][C:15]([C:17]3([NH:20][C:21]([C:23]4[N:27]5[C@@:28]([CH2:41][C:42]6[CH:47]=[CH:46][C:45]([C:48]#[N:49])=[CH:44][CH:43]=6)([CH3:40])[C:29](=[O:39])[N:30]([C:31]6[CH:36]=[C:35]([Cl:37])[CH:34]=[C:33]([Cl:38])[CH:32]=6)[C:26]5=[N:25][CH:24]=4)=[O:22])[CH2:18][CH2:19]3)=[O:16])[CH2:12][CH2:13]2)[CH:6]=1)(=[O:52])[CH3:51] |f:0.1.2|. Run in C(Cl)Cl (DCM). Procedure details: (R)-5-(4-Cyano-benzyl)-7-(3,5-dichloro-phenyl)-5-methyl-6-oxo-6,7-dihydro-5H-imidazo[1,2-a]imidazole-3-carboxylic acid {1-[1-(4-aminomethyl-pyridin-2-yl)-cyclopropylcarbamoyl]-cyclopropyl}-amide dihydrochloric acid salt (40 mg, 0.0539 mmol) was suspended in DCM (1 mL). TEA (0.038 mL, 0.269 mmol) was then added and the reaction mixture became homogeneous. Acetic anhydride (0.00624 mL, 0.0646 mmol) was then added. Stirred for 5 min. Solvent was evaporated. The resultant crude product was purified ... Isolated yield 62.6%. The reactants are Cl.Cl.NCC1=CC(=NC=C1)C1(CC1)NC(=O)C1(CC1)NC(=O)C1=CN=C2N1[C@](C(N2C2=CC(=CC(=C2)Cl)Cl)=O)(C)CC2=CC=C(C=C2)C#N ((R)-5-(4-Cyano-benzyl)-7-(3,5-dichloro-phenyl)-5-methyl-6-oxo-6,7-dihydro-5H-imidazo[1,2-a]imidazole-3-carboxylic acid {1-[1-(4-aminomethyl-pyridin-2-yl)-cyclopropylcarbamoyl]-cyclopropyl}-amide dihydrochloric acid salt), TEA, C(C)(=O)OC(C)=O (Acetic anhydride).